This data is from the Open Reaction Database (ORD), a public repository of structured organic reaction records. The task is: describe an organic reaction: reactants, conditions, products, and yield The reactants are CO, [H][H], Cc1c(C)c2c(c(C)c1O)C=CC(C)(COc1ccc(CC3SC(=O)NC3=O)cc1)O2. Product: Cc1c(C)c2c(c(C)c1O)CCC(C)(COc1ccc(CC3SC(=O)NC3=O)cc1)O2. As a reaction SMILES: [CH3:34][OH:35].[H:32][H:33].[OH:1][c:2]1[c:3]([CH3:31])[c:4]2[c:9]([c:10]([CH3:13])[c:11]1[CH3:12])[O:8][C:7]([CH3:14])([CH2:15][O:16][c:17]1[cH:18][cH:19][c:20]([CH2:21][CH:22]3[C:23](=[O:28])[NH:24][C:25](=[O:27])[S:26]3)[cH:29][cH:30]1)[CH:6]=[CH:5]2>>[OH:1][c:2]1[c:3]([CH3:31])[c:4]2[c:9]([c:10]([CH3:13])[c:11]1[CH3:12])[O:8][C:7]([CH3:14])([CH2:15][O:16][c:17]1[cH:18][cH:19][c:20]([CH2:21][CH:22]3[C:23](=[O:28])[NH:24][C:25](=[O:27])[S:26]3)[cH:29][cH:30]1)[CH2:6][CH2:5]2. The reactants are BrCC (bromoethane), C(C)(C)O (isopropanol), C[O-].[Na+] (sodium methoxide), BrC=1C(NC=C(C1)C1=NC=CN=C1)=O (3-bromo-5-(2-pyrazinyl)-2(1H)-pyridone). Run in CN(C)C=O (DMF), C1(=CC=CC=C1)C (toluene). Run at temperature 80 celsius, time 30 minute. The product is BrC=1C(N(C=C(C1)C1=NC=CN=C1)CC)=O (3-BROMO-1-ETHYL-5-(2-PYRAZINYL)-2-PYRIDONE). RXN SMILES: C[O-].[Na+].[Br:4][C:5]1[C:6](=[O:17])[NH:7][CH:8]=[C:9]([C:11]2[CH:16]=[N:15][CH:14]=[CH:13][N:12]=2)[CH:10]=1.Br[CH2:19][CH3:20].C(O)(C)C>CN(C=O)C.C1(C)C=CC=CC=1>[Br:4][C:5]1[C:6](=[O:17])[N:7]([CH2:19][CH3:20])[CH:8]=[C:9]([C:11]2[CH:16]=[N:15][CH:14]=[CH:13][N:12]=2)[CH:10]=1 |f:0.1|. Procedure details: 1.5 g of sodium methoxide is added to a stirred mixture of 3-bromo-5-(2-pyrazinyl)-2(1H)-pyridone (6.3 g) in DMF (200 ml) warmed to a temperature of 80° C. 4 ml of bromoethane are added to the warmed reaction mixture which is stirred for 30 minutes at 80° C. The reaction mixture is cooled to RT, stirred overnight, filtered and the filtrate acidified to pH 5.7 by addition of methanolic HCl. The acidified filtrate is evaporated resulting in a thick red oil. The oil is treated with hot isopropanol ... RXN SMILES: [CH3:23][CH2:24][OH:25].[N+:1]([O-:2])(=[O:3])[c:4]1[c:5]([N:10]2[CH2:11][CH2:12][N:13]([C:16](=[O:17])[O:18][C:19]([CH3:20])([CH3:21])[CH3:22])[CH2:14][CH2:15]2)[cH:6][cH:7][cH:8][cH:9]1>>[NH2:1][c:4]1[c:5]([N:10]2[CH2:11][CH2:12][N:13]([C:16](=[O:17])[O:18][C:19]([CH3:20])([CH3:21])[CH3:22])[CH2:14][CH2:15]2)[cH:6][cH:7][cH:8][cH:9]1. The product is CC(C)(C)OC(=O)N1CCN(c2ccccc2N)CC1. The reactants are CCO, CC(C)(C)OC(=O)N1CCN(c2ccccc2[N+](=O)[O-])CC1. Starting materials: ClC=1C2=C(N=CN1)C=CN2 (4-chloro-5H-pyrrolo[3,2-d]pyrimidine), C([O-])([O-])=O.[Cs+].[Cs+] (cesium carbonate), O (water), BrCCCCl (1-Bromo-3-chloropropane). Solvent: CN(C=O)C (N,N-dimethylformamide). Product: ClC=1C2=C(N=CN1)C=CN2CCCCl (4-chloro-5-(3-chloropropyl)-5H-pyrrolo[3,2-d]pyrimidine). The yield is 81.0%. As a reaction SMILES: [Cl:1][C:2]1[C:3]2[NH:10][CH:9]=[CH:8][C:4]=2[N:5]=[CH:6][N:7]=1.C(=O)([O-])[O-].[Cs+].[Cs+].Br[CH2:18][CH2:19][CH2:20][Cl:21].O>CN(C)C=O>[Cl:1][C:2]1[C:3]2[N:10]([CH2:18][CH2:19][CH2:20][Cl:21])[CH:9]=[CH:8][C:4]=2[N:5]=[CH:6][N:7]=1 |f:1.2.3|. Procedure: To a solution of 4-chloro-5H-pyrrolo[3,2-d]pyrimidine (1.54 g) in N,N-dimethylformamide (20 mL) was added cesium carbonate (4.89 g) under ice-cooling, and the mixture was stirred under ice-cooling for 20 min. 1-Bromo-3-chloropropane (1.89 g) was added and the mixture was stirred under ice-cooling for 1 hr and at room temperature for 32 hrs. The reaction mixture was poured into water (40 mL), and the mixture was extracted with ethyl acetate (60 mL×2). The organic layers were combined, dried over ... Starting materials: CCCCNCCCC, COC(=O)C(O)OC, CCC=O. Product: COC(=O)C=C(C)C=O. RXN SMILES: [CH2:1]([NH:2][CH2:3][CH2:4][CH2:5][CH3:6])[CH2:7][CH2:8][CH3:9].[CH3:10][O:11][CH:12]([C:13](=[O:14])[O:15][CH3:16])[OH:17].[CH:18]([CH2:19][CH3:20])=[O:21]>>[CH:12]([C:13](=[O:14])[O:15][CH3:16])=[C:19]([CH:18]=[O:21])[CH3:20]. Starting materials: ClCC1OC2(OC1)C=1C=CN(C1CCC2Br)S(=O)(=O)C2=CC=C(C=C2)C (4'-chloromethyl-5-bromo-1-p-toluenesulfonyl-4,5,6,7-tetrahydroindole-4-spiro-[1,3]dioxolane). Solvent: C(C)(C)N (isopropylamine). Product: C(C)(C)NCC1OC2(OC1)C=1C=CN(C1CCC2Br)S(=O)(=O)C2=CC=C(C=C2)C (4'-isopropylaminomethyl-5-bromo-1-p-toluenesulfonyl-4,5,6,7-tetrahydroindole-4-spiro-[1,3]dioxolane). The yield is 60.0%. RXN SMILES: Cl[CH2:2][CH:3]1[CH2:7][O:6][C:5]2([CH:15]([Br:16])[CH2:14][CH2:13][C:12]3[N:11]([S:17]([C:20]4[CH:25]=[CH:24][C:23]([CH3:26])=[CH:22][CH:21]=4)(=[O:19])=[O:18])[CH:10]=[CH:9][C:8]2=3)[O:4]1>C(N)(C)C>[CH:12]([NH:11][CH2:2][CH:3]1[CH2:7][O:6][C:5]2([CH:15]([Br:16])[CH2:14][CH2:13][C:12]3[N:11]([S:17]([C:20]4[CH:25]=[CH:24][C:23]([CH3:26])=[CH:22][CH:21]=4)(=[O:19])=[O:18])[CH:10]=[CH:9][C:8]2=3)[O:4]1)([CH3:13])[CH3:8]. Procedure details: A solution of 4'-chloromethyl-5-bromo-1-p-toluenesulfonyl-4,5,6,7-tetrahydroindole-4-spiro-[1,3]dioxolane (100 parts) in isopropylamine (890 parts) is placed in a sealed tube and heated on boiling water bath for 7 hours. The reaction mixture is evaporated to remove isopropylamine. The residue is dissolved in dichloromethane, washed with water, dried and concentrated to afford 4'-isopropylaminomethyl-5-bromo-1-p-toluenesulfonyl-4,5,6,7-tetrahydroindole-4-spiro-[1,3]dioxolane in 60% yield. The phy... Reported procedure: To a solution of tert-butyl(cis)-5-benzyl-3a-[(tert-butoxycarbonyl)oxy]hexahydropyrrolo[3,4-c]pyrrole-2(1H)-carboxylate (274 mg, 0.861 mmol) in EtOH (8.61 mL) purged with nitrogen was added Pd(OH)2/C (27 mg) and the resulting mixture stirred under a H2 balloon for 18 hrs. The reaction mixture was filtered and then concentrated under reduced pressure to obtain the crude title compound that was carried forward to the next step without further purification. m/z (APCI+) for C16H28N2O5 429.20 (M+H)+. RXN SMILES: C([N:8]1[CH2:12][C@:11]2([O:23][C:24]([O:26][C:27]([CH3:30])([CH3:29])[CH3:28])=[O:25])[CH2:13][N:14]([C:16]([O:18][C:19]([CH3:22])([CH3:21])[CH3:20])=[O:17])[CH2:15][C@@H:10]2[CH2:9]1)C1C=CC=CC=1>CCO.[OH-].[OH-].[Pd+2]>[C:27]([O:26][C:24]([O:23][C@@:11]12[CH2:13][N:14]([C:16]([O:18][C:19]([CH3:22])([CH3:21])[CH3:20])=[O:17])[CH2:15][C@@H:10]1[CH2:9][NH:8][CH2:12]2)=[O:25])([CH3:30])([CH3:29])[CH3:28] |f:2.3.4|. Solvent: CCO (EtOH). The product is C(C)(C)(C)OC(=O)O[C@@]12[C@@H](CNC1)CN(C2)C(=O)OC(C)(C)C (tert-butyl(cis)-3a-[(tert-butoxycarbonyl)oxy]hexahydropyrrolo[3,4-c]pyrrole-2(1H)-carboxylate). The reagents and catalysts are [OH-].[OH-].[Pd+2] (Pd(OH)2/C). Reactants: C(C1=CC=CC=C1)N1C[C@@H]2[C@](C1)(CN(C2)C(=O)OC(C)(C)C)OC(=O)OC(C)(C)C (tert-butyl(cis)-5-benzyl-3a-[(tert-butoxycarbonyl)oxy]hexahydropyrrolo[3,4-c]pyrrole-2(1H)-carboxylate). Conditions: time 18 hour. The reactants are CCOC(=O)CP(=O)(OCC)OCC, Cn1cc2c(C=O)ccc(F)c2n1, [H-], [Na+], C1CCOC1, O. Product: CCOC(=O)C=Cc1ccc(F)c2nn(C)cc12. Reaction SMILES: [CH2:3]([O:4][P:5]([O:6][CH2:7][CH3:8])(=[O:9])[CH2:11][C:12](=[O:13])[O:14][CH2:15][CH3:16])[CH3:10].[F:17][c:18]1[cH:19][cH:20][c:21]([CH:28]=[O:29])[c:22]2[cH:23][n:24]([CH3:27])[n:25][c:26]12.[H-:1].[Na+:2].[O:31]1[CH2:32][CH2:33][CH2:34][CH2:35]1.[OH2:30]>>[CH:11]([C:12](=[O:13])[O:14][CH2:15][CH3:16])=[CH:28][c:21]1[cH:20][cH:19][c:18]([F:17])[c:26]2[c:22]1[cH:23][n:24]([CH3:27])[n:25]2. The reactants are BrB(Br)Br, COc1ccc(Cl)c(C(C)C(O)(c2ccnc(Cl)c2)C(F)(F)F)c1, ClCCl. Product: CC(c1cc(O)ccc1Cl)C(O)(c1ccnc(Cl)c1)C(F)(F)F. As a reaction SMILES: [B:25]([Br:26])([Br:27])[Br:28].[Cl:1][c:2]1[c:3]([CH:10]([C:11]([C:12]([F:13])([F:14])[F:15])([OH:16])[c:17]2[cH:18][c:19]([Cl:23])[n:20][cH:21][cH:22]2)[CH3:24])[cH:4][c:5]([O:8][CH3:9])[cH:6][cH:7]1.[Cl:29][CH2:30][Cl:31]>>[Cl:1][c:2]1[c:3]([CH:10]([C:11]([C:12]([F:13])([F:14])[F:15])([OH:16])[c:17]2[cH:18][c:19]([Cl:23])[n:20][cH:21][cH:22]2)[CH3:24])[cH:4][c:5]([OH:8])[cH:6][cH:7]1. The reactants are OCC=1CS[C@H]2N(C1C(=O)OC(C1=CC=CC=C1)C1=CC=CC=C1)C(C2NC(COC2=CC=CC=C2)=O)=O (diphenylmethyl 3-hydroxymethyl-7-phenoxyacetamido-3-cephem-4-carboxylate), C1(=CC=CC=C1)C(OC(=O)C1=CC=C(C=C1)O)C1=CC=CC=C1 (p-(diphenylmethoxycarbonyl)phenol). The product is C1(=CC=CC=C1)C(OC(=O)C1=CC=C(OCC=2CS[C@H]3N(C2C(=O)OC(C2=CC=CC=C2)C2=CC=CC=C2)C(C3NC(COC3=CC=CC=C3)=O)=O)C=C1)C1=CC=CC=C1 (Diphenylmethyl 3-(4-diphenylmethoxycarbonylphenoxy)methyl-7-phenoxyacetamido-3-cephem-4-carboxylate). RXN SMILES: [OH:1][CH2:2][C:3]1[CH2:4][S:5][C@@H:6]2[CH:26]([NH:27][C:28](=[O:37])[CH2:29][O:30][C:31]3[CH:36]=[CH:35][CH:34]=[CH:33][CH:32]=3)[C:25](=[O:38])[N:7]2[C:8]=1[C:9]([O:11][CH:12]([C:19]1[CH:24]=[CH:23][CH:22]=[CH:21][CH:20]=1)[C:13]1[CH:18]=[CH:17][CH:16]=[CH:15][CH:14]=1)=[O:10].[C:39]1([CH:45]([C:56]2[CH:61]=[CH:60][CH:59]=[CH:58][CH:57]=2)[O:46][C:47]([C:49]2[CH:54]=[CH:53][C:52](O)=[CH:51][CH:50]=2)=[O:48])[CH:44]=[CH:43][CH:42]=[CH:41][CH:40]=1>>[C:39]1([CH:45]([C:56]2[CH:61]=[CH:60][CH:59]=[CH:58][CH:57]=2)[O:46][C:47]([C:49]2[CH:50]=[CH:51][C:52]([O:1][CH2:2][C:3]3[CH2:4][S:5][C@@H:6]4[CH:26]([NH:27][C:28](=[O:37])[CH2:29][O:30][C:31]5[CH:36]=[CH:35][CH:34]=[CH:33][CH:32]=5)[C:25](=[O:38])[N:7]4[C:8]=3[C:9]([O:11][CH:12]([C:13]3[CH:14]=[CH:15][CH:16]=[CH:17][CH:18]=3)[C:19]3[CH:24]=[CH:23][CH:22]=[CH:21][CH:20]=3)=[O:10])=[CH:53][CH:54]=2)=[O:48])[CH:40]=[CH:41][CH:42]=[CH:43][CH:44]=1. Reported procedure: The procedure described in Example 1(a) was repeated, but using 2.00 g of diphenylmethyl 3-hydroxymethyl-7-phenoxyacetamido-3-cephem-4-carboxylate and p-(diphenylmethoxycarbonyl)phenol, to afford 864 mg of the title compound as a powder.